Dataset: the Open Reaction Database (ORD), a public repository of structured organic reaction records. Task: describe an organic reaction: reactants, conditions, products, and yield The reactants are [OH-].[Na+] (sodium hydroxide), ClC1=C(C=CC=C1Cl)C1C(=C(NC=2CNCCS(C21)(=O)=O)C)C(=O)OCCOC(C)=O (2-Acetoxyethyl 9-(2,3-Dichlorophenyl) -1,1-dioxo-2,3,4,5,6,9-hexahydro-7-methylpyrido [2,3-f][1,4]thiazepine-8-carboxylate), C=O (formaldehyde), C(#N)[BH3-].[Na+] (sodium cyanoborohydride). Run in O (water), C(C)(=O)O (acetic acid), C(C)#N (acetonitrile). Reaction conditions: time 1 hour. The product is ClC1=C(C=CC=C1Cl)C1C(=C(NC=2CN(CCS(C21)(=O)=O)C)C)C(=O)OCCOC(C)=O (2-Acetoxyethyl 9-(2,3-Dichlorophenyl)-4,7-dimethyl-1,1-dioxo-2,3,4,5,6,9-hexahydropyrido[2,3-f][1,4]thiazepine-8-carboxylate). Yield: 87.3%. RXN SMILES: [Cl:1][C:2]1[C:7]([Cl:8])=[CH:6][CH:5]=[CH:4][C:3]=1[CH:9]1[C:19]2[S:18](=[O:21])(=[O:20])[CH2:17][CH2:16][NH:15][CH2:14][C:13]=2[NH:12][C:11]([CH3:22])=[C:10]1[C:23]([O:25][CH2:26][CH2:27][O:28][C:29](=[O:31])[CH3:30])=[O:24].C=O.[C:34]([BH3-])#N.[Na+].[OH-].[Na+]>C(#N)C.O.C(O)(=O)C>[Cl:1][C:2]1[C:7]([Cl:8])=[CH:6][CH:5]=[CH:4][C:3]=1[CH:9]1[C:19]2[S:18](=[O:20])(=[O:21])[CH2:17][CH2:16][N:15]([CH3:34])[CH2:14][C:13]=2[NH:12][C:11]([CH3:22])=[C:10]1[C:23]([O:25][CH2:26][CH2:27][O:28][C:29](=[O:31])[CH3:30])=[O:24] |f:2.3,4.5|. Reported procedure: A mixture of 2-acetoxyethyl 9-(2,3-dichlorophenyl) -1,1-dioxo-2,3,4,5,6,9-hexahydro-7-methyl-pyrido[2,3-f][1,4]thiazepine-8-carboxylate (0.880 g, 1.69 mmole) from Example 19, and 1 mL of 38% aqueous formaldehyde solution in 20 mL of acetonitrile was treated with sodium cyanoborohydride (0.070 g, 1.69 mmole). After stirring for 1 hour, 0.5 mL of acetic acid was added, and the reaction was stirred for another 2 hours. After the addition of 40 mL of water and adjustment of the pH to 9 with 6N sodiu... The reactants are C(C)(=O)N1C(CC(C2=CC(=CC=C12)N)(C)C1=CC=CC=C1)(C)C (1-acetyl-6-amino-4-phenyl-1,2,3,4-tetrahydro-2,2,4-trimethylquinoline), C(C=C)(=O)Cl (acryloyl chloride), C(C)(C)N(C(C)C)CC (N,N-diisopropylethylamine). Solvent: O1CCCC1 (tetrahydrofuran). The product is C(C)(=O)N1C(CC(C2=CC(=CC=C12)NC(C=C)=O)(C)C1=CC=CC=C1)(C)C (1-Acetyl-6-acryloylamino-4-phenyl-1,2,3,4-tetrahydro-2,2,4-trimethylquinoline). Reaction SMILES: [C:1]([N:4]1[C:13]2[C:8](=[CH:9][C:10]([NH2:14])=[CH:11][CH:12]=2)[C:7]([C:16]2[CH:21]=[CH:20][CH:19]=[CH:18][CH:17]=2)([CH3:15])[CH2:6][C:5]1([CH3:23])[CH3:22])(=[O:3])[CH3:2].[C:24](Cl)(=[O:27])[CH:25]=[CH2:26].C(N(CC)C(C)C)(C)C>O1CCCC1>[C:1]([N:4]1[C:13]2[C:8](=[CH:9][C:10]([NH:14][C:24](=[O:27])[CH:25]=[CH2:26])=[CH:11][CH:12]=2)[C:7]([C:16]2[CH:21]=[CH:20][CH:19]=[CH:18][CH:17]=2)([CH3:15])[CH2:6][C:5]1([CH3:23])[CH3:22])(=[O:3])[CH3:2]. Procedure details: Acylation of 1-acetyl-6-amino-4-phenyl-1,2,3,4-tetrahydro-2,2,4-trimethylquinoline (0.12 g) with acryloyl chloride (39 μl) and N,N-diisopropylethylamine (0.21 ml) in tetrahydrofuran (10 ml) was performed according to the method described in example 6. The reactants are ClCCl, CCOC(=O)N=C=S, CCCCOC(N)CC. The product is CCCCOC(CC)NC(=S)NC(=O)OCC. As a reaction SMILES: [CH2:18]([Cl:19])[Cl:20].[CH2:1]([CH3:2])[O:3][C:4](=[O:5])[N:6]=[C:7]=[S:8].[CH2:9]([CH2:10][CH2:11][CH3:12])[O:13][CH:14]([CH2:15][CH3:16])[NH2:17]>>[CH2:1]([CH3:2])[O:3][C:4](=[O:5])[NH:6][C:7](=[S:8])[NH:17][CH:14]([O:13][CH2:9][CH2:10][CH2:11][CH3:12])[CH2:15][CH3:16]. Starting materials: COC(C[C@@H]1N(CCC1)C(=O)OC(C)(C)C)=O ((R)-1-(tert-Butyloxycarbonyl)pyrrolidin-2-yl-acetic acid methyl ester), C[Si](C)(C)[N-][Si](C)(C)C.[Li+] (lithium bis(trimethylsilyl)amide), BrCC1=CC=C(C#N)C=C1 (4-bromomethylbenzonitrile). Yields the product COC(C(CC1=CC=C(C=C1)C#N)C1NCCC1)=O (3-(4-cyanophenyl)-2-(pyrrolidin-2-yl)-propionic acid methyl ester). As a reaction SMILES: [CH3:1][O:2][C:3](=[O:17])[CH2:4][C@H:5]1[CH2:9][CH2:8][CH2:7][N:6]1C(OC(C)(C)C)=O.C[Si]([N-][Si](C)(C)C)(C)C.[Li+].Br[CH2:29][C:30]1[CH:37]=[CH:36][C:33]([C:34]#[N:35])=[CH:32][CH:31]=1>>[CH3:1][O:2][C:3](=[O:17])[CH:4]([CH:5]1[CH2:9][CH2:8][CH2:7][NH:6]1)[CH2:29][C:30]1[CH:37]=[CH:36][C:33]([C:34]#[N:35])=[CH:32][CH:31]=1 |f:1.2|. Procedure: (R)-1-(tert-Butyloxycarbonyl)pyrrolidin-2-yl-acetic acid methyl ester (0.5 g, 2.06 mmol) is treated with lithium bis(trimethylsilyl)amide and 4-bromomethylbenzonitrile (1.0 g, 5.14 mmol) as described in EXAMPLE 1B to give 3-(4-cyanophenyl)-2-(pyrrolidin-2-yl)-propionic acid methyl ester as a mixture of stereoisomers. This material is coupled with biphenyl-4-carboxylic acid to give 2-[1-(Biphenyl-4-carbonyl)-pyrrolidin-2-yl]-3-(4-cyanophenyl)-propionic acid methyl ester (0.5 g, 1.1 mmol). This ma... The reactants are OBO, O=C1Cc2cc(Br)ccc2N1, CCO, Cc1ccccc1, CCOC(C)=O, [Na+], [Na+], O=C([O-])[O-], [Pd], c1ccc(P(c2ccccc2)c2ccccc2)cc1, c1ccc(P(c2ccccc2)c2ccccc2)cc1, c1ccc(P(c2ccccc2)c2ccccc2)cc1, c1ccc(P(c2ccccc2)c2ccccc2)cc1, c1ccccc1. The product is O=C1Cc2cc(-c3ccccc3)ccc2N1. Reaction SMILES: [BH:21]([OH:22])[OH:23].[Br:1][c:2]1[cH:3][c:4]2[c:8]([cH:9][cH:10]1)[NH:7][C:6](=[O:11])[CH2:5]2.[CH3:12][CH2:13][OH:14].[CH3:30][c:31]1[cH:32][cH:33][cH:34][cH:35][cH:36]1.[CH3:37][CH2:38][O:39][C:40](=[O:41])[CH3:42].[Na+:15].[Na+:16].[O-:17][C:18](=[O:19])[O-:20].[Pd:43].[c:101]1([P:102]([c:103]2[cH:104][cH:105][cH:106][cH:107][cH:108]2)[c:109]2[cH:110][cH:111][cH:112][cH:113][cH:114]2)[cH:115][cH:116][cH:117][cH:118][cH:119]1.[c:44]1([P:45]([c:46]2[cH:47][cH:48][cH:49][cH:50][cH:51]2)[c:52]2[cH:53][cH:54][cH:55][cH:56][cH:57]2)[cH:58][cH:59][cH:60][cH:61][cH:62]1.[c:63]1([P:64]([c:65]2[cH:66][cH:67][cH:68][cH:69][cH:70]2)[c:71]2[cH:72][cH:73][cH:74][cH:75][cH:76]2)[cH:77][cH:78][cH:79][cH:80][cH:81]1.[c:82]1([P:83]([c:84]2[cH:85][cH:86][cH:87][cH:88][cH:89]2)[c:90]2[cH:91][cH:92][cH:93][cH:94][cH:95]2)[cH:96][cH:97][cH:98][cH:99][cH:100]1.[cH:24]1[cH:25][cH:26][cH:27][cH:28][cH:29]1>>[c:2]1(-[c:24]2[cH:25][cH:26][cH:27][cH:28][cH:29]2)[cH:3][c:4]2[c:8]([cH:9][cH:10]1)[NH:7][C:6](=[O:11])[CH2:5]2. The reactants are CC(C)(C)c1ccc(N=C=O)cc1, ClCCl, CC(N)c1ccc(NS(C)(=O)=O)c(C#Cc2ccccc2)c1. Product: CC(NC(=O)Nc1ccc(C(C)(C)C)cc1)c1ccc(NS(C)(=O)=O)c(C#Cc2ccccc2)c1. As a reaction SMILES: [C:23]([CH3:24])([CH3:25])([CH3:26])[c:27]1[cH:28][cH:29][c:30]([N:33]=[C:34]=[O:35])[cH:31][cH:32]1.[CH2:36]([Cl:37])[Cl:38].[NH2:1][CH:2]([CH3:3])[c:4]1[cH:5][c:6]([C:15]#[C:16][c:17]2[cH:18][cH:19][cH:20][cH:21][cH:22]2)[c:7]([NH:10][S:11](=[O:12])(=[O:13])[CH3:14])[cH:8][cH:9]1>>[NH:1]([CH:2]([CH3:3])[c:4]1[cH:5][c:6]([C:15]#[C:16][c:17]2[cH:18][cH:19][cH:20][cH:21][cH:22]2)[c:7]([NH:10][S:11](=[O:12])(=[O:13])[CH3:14])[cH:8][cH:9]1)[C:34]([NH:33][c:30]1[cH:29][cH:28][c:27]([C:23]([CH3:24])([CH3:25])[CH3:26])[cH:32][cH:31]1)=[O:35]. Starting materials: O\N=C(\CCC=1C(=NC=2NCCCC2C1)C)/N ((1Z)-N′-hydroxy-3-(2-methyl-5,6,7,8-tetrahydro-1,8-naphthyridin-3-yl)-propanimidamide), C1CCC2(C1)CC(=O)OC(=O)C2 (3,3-tetramethyleneglutaric anhydride). Solvent: O1CCOCC1 (1,4-dioxane). Conditions: temperature 100 celsius. Product: CC1=NC=2NCCCC2C=C1CCC1=NOC(=N1)CC1(CCCC1)CC(=O)O ([1-({3-[2-(2-methyl-5,6,7,8-tetrahydro-1,8-naphthyridin-3-yl)ethyl]-1,2,4-oxadiazol-5-yl}methyl)cyclopentyl]acetic acid). Reaction SMILES: [OH:1]/[N:2]=[C:3](\[NH2:17])/[CH2:4][CH2:5][C:6]1[C:7]([CH3:16])=[N:8][C:9]2[NH:10][CH2:11][CH2:12][CH2:13][C:14]=2[CH:15]=1.[CH2:18]1[CH2:22][C:21]2([CH2:29][C:27](=O)[O:26][C:24](=[O:25])[CH2:23]2)[CH2:20][CH2:19]1>O1CCOCC1>[CH3:16][C:7]1[C:6]([CH2:5][CH2:4][C:3]2[N:17]=[C:27]([CH2:29][C:21]3([CH2:23][C:24]([OH:26])=[O:25])[CH2:22][CH2:18][CH2:19][CH2:20]3)[O:1][N:2]=2)=[CH:15][C:14]2[CH2:13][CH2:12][CH2:11][NH:10][C:9]=2[N:8]=1. Procedure: A stirred mixture of the product of EXAMPLE 7, STEP 3 (100 mg), 3,3-tetramethyleneglutaric anhydride (80 mg, Aldrich) and 1,4-dioxane (2 mL, Aldrich) was heated to 100° C. for 16 hrs. The resulting mixture was purified by HPLC to provide the title compound as a gum. 1H (CD3OD) δ 1.66 (8H, m); (1.93, 2H, p); 2.40 (3H, s); 2.42 (2H, s); 2.77 (2H, t); 2.97 (2H, t); 3.00 (2H, t); 3.14 (2H, s); 3.46 (2H, t); 7.51 (1H, s).